Dataset: the Open Reaction Database (ORD), a public repository of structured organic reaction records. Task: describe an organic reaction: reactants, conditions, products, and yield Starting materials: Cl.FC1=CC=C(C(=N)N)C=C1 (4-Fluorobenzamidine hydrochloride), [Na] (sodium), C(C)OC(C(=CN(C)C)C(C)=O)=O (Ethyl-2-acetyl-3-(dimethylamino)acrylate). Solvent: C(C)O (ethanol). Reaction conditions: time 20 minute. Yields the product C(C)OC(=O)C=1C(=NC(=NC1)C1=CC=C(C=C1)F)C (ethyl-2-(4-fluorophenyl)-4-methyl-pyrimidine-5-carboxylate). The yield is 88.5%. As a reaction SMILES: Cl.[F:2][C:3]1[CH:11]=[CH:10][C:6]([C:7]([NH2:9])=[NH:8])=[CH:5][CH:4]=1.[Na].[CH2:13]([O:15][C:16](=[O:25])[C:17]([C:22](=O)[CH3:23])=[CH:18]N(C)C)[CH3:14]>C(O)C>[CH2:13]([O:15][C:16]([C:17]1[C:22]([CH3:23])=[N:8][C:7]([C:6]2[CH:10]=[CH:11][C:3]([F:2])=[CH:4][CH:5]=2)=[N:9][CH:18]=1)=[O:25])[CH3:14] |f:0.1,^1:11|. Procedure details: 4-Fluorobenzamidine hydrochloride (1.25 g, 7.16 mmol) is added to a solution of sodium metal (0.17 g, 7.39 mmol) in dry ethanol (25 mL) and stirred at room temperature for 20 min. Ethyl-2-acetyl-3-(dimethylamino)acrylate (1.35 g, 7.16 mmol) is added. The mixture is heated to reflux for 3 hours. The solvent is removed in vacuo. The residue is dissolved in EtOAc, washed with water and brine, dried (MgSO4), filtered and concentrated in vacuo to afford ethyl-2-(4-fluorophenyl)-4-methyl-pyrimidine-5-... Starting materials: C1(CC1)NC(=O)NC1=CC=C(C=C1)B1OC(C(O1)(C)C)(C)C (1-cyclopropyl-3-(4-(4,4,5,5-tetramethyl-1,3,2-dioxaborolan-2-yl)phenyl)urea), CN1CCN(CC1)C1=CC=C(N)C=C1 (4-(4-methylpiperazin-1-yl)aniline), amine. Yields the product CN1CCN(CC1)C1=CC=C(C=C1)NC(=O)NC1=CC=C(C=C1)B1OC(C(O1)(C)C)(C)C (1-(4-(4-methylpiperazin-1-yl)phenyl)-3-(4-(4,4,5,5-tetramethyl-1,3,2-dioxaborolan-2-yl)phenyl)urea). RXN SMILES: [CH:1]1([NH:4][C:5]([NH:7][C:8]2[CH:13]=[CH:12][C:11]([B:14]3[O:18][C:17]([CH3:20])([CH3:19])[C:16]([CH3:22])([CH3:21])[O:15]3)=[CH:10][CH:9]=2)=[O:6])[CH2:3][CH2:2]1.[CH3:23][N:24]1[CH2:29][CH2:28][N:27]([C:30]2C=CC(N)=[CH:32][CH:31]=2)[CH2:26][CH2:25]1>>[CH3:23][N:24]1[CH2:29][CH2:28][N:27]([C:30]2[CH:3]=[CH:2][C:1]([NH:4][C:5]([NH:7][C:8]3[CH:13]=[CH:12][C:11]([B:14]4[O:18][C:17]([CH3:19])([CH3:20])[C:16]([CH3:21])([CH3:22])[O:15]4)=[CH:10][CH:9]=3)=[O:6])=[CH:32][CH:31]=2)[CH2:26][CH2:25]1. Procedure: A procedure analogous to that used for the preparation of 1-cyclopropyl-3-(4-(4,4,5,5-tetramethyl-1,3,2-dioxaborolan-2-yl)phenyl)urea was used, using 4-(4-methylpiperazin-1-yl)aniline as the amine component. Procedure details: In a manner analogous to that described in Example 3(ii), from the monobenzylamine salt of (1R)-1-[(N-benzyloxycarbonyl-sarcosyl-L-seryl-L-alanyl)amino]-ethylphosphonic acid there was obtained (1R)-1-(N-sarcosyl-L-seryl-L-alanylamino)-ethylphosphonic acid of melting point 249°-250° C. (decomposition); [α]D20 =-85.2°; [α]36520 =-301° (c=0.5% in water). RXN SMILES: C(N)C1C=CC=CC=1.C(O[C:17]([N:19]([CH2:21][C:22]([NH:24][C@H:25]([C:28]([NH:30][C@H:31]([C:33]([NH:35][C@H:36]([P:38](=[O:41])([OH:40])[OH:39])[CH3:37])=[O:34])[CH3:32])=[O:29])[CH2:26][OH:27])=[O:23])C)=O)C1C=CC=CC=1>>[NH:19]([CH2:21][C:22]([NH:24][C@H:25]([C:28]([NH:30][C@H:31]([C:33]([NH:35][C@H:36]([P:38](=[O:39])([OH:41])[OH:40])[CH3:37])=[O:34])[CH3:32])=[O:29])[CH2:26][OH:27])=[O:23])[CH3:17]. Yields the product N(C)CC(=O)N[C@@H](CO)C(=O)N[C@@H](C)C(=O)N[C@@H](C)P(O)(O)=O ((1R)-1-(N-sarcosyl-L-seryl-L-alanylamino)-ethylphosphonic acid). The reactants are C(C1=CC=CC=C1)N (monobenzylamine), C(C1=CC=CC=C1)OC(=O)N(C)CC(=O)N[C@@H](CO)C(=O)N[C@@H](C)C(=O)N[C@@H](C)P(O)(O)=O ((1R)-1-[(N-benzyloxycarbonyl-sarcosyl-L-seryl-L-alanyl)amino]-ethylphosphonic acid). Reactants: O=C([O-])[O-], Cc1cc(C(=O)NCc2ccc(C(=N)N)cc2)c(C)n1-c1ccc(F)cc1, CCOC(=O)Cl, Cl, [K+], [K+], C1CCOC1, O. Yields the product CCOC(=O)N=C(N)c1ccc(CNC(=O)c2cc(C)n(-c3ccc(F)cc3)c2C)cc1. Reaction SMILES: [C:29](=[O:30])([O-:31])[O-:32].[C:2]([NH2:3])(=[NH:4])[c:5]1[cH:6][cH:7][c:8]([CH2:11][NH:12][C:13](=[O:14])[c:15]2[c:16]([CH3:28])[n:17](-[c:21]3[cH:22][cH:23][c:24]([F:27])[cH:25][cH:26]3)[c:18]([CH3:20])[cH:19]2)[cH:9][cH:10]1.[Cl:35][C:36](=[O:37])[O:38][CH2:39][CH3:40].[ClH:1].[K+:33].[K+:34].[O:42]1[CH2:43][CH2:44][CH2:45][CH2:46]1.[OH2:41]>>[C:2](=[N:3][C:36](=[O:37])[O:38][CH2:39][CH3:40])([NH2:4])[c:5]1[cH:6][cH:7][c:8]([CH2:11][NH:12][C:13](=[O:14])[c:15]2[c:16]([CH3:28])[n:17](-[c:21]3[cH:22][cH:23][c:24]([F:27])[cH:25][cH:26]3)[c:18]([CH3:20])[cH:19]2)[cH:9][cH:10]1.